Dataset: the Open Reaction Database (ORD), a public repository of structured organic reaction records. Task: describe an organic reaction: reactants, conditions, products, and yield Starting materials: C(#N)C1C(OC2=C3C(C=CC2=C1C=1C=NC=C(C1)C)=NC=C3)=N (3-cyano-2-imino-4-(5-methyl-pyridin-3-yl)-2H-pyrrolo[2,3-h]chromene), [OH-].[Na+] (NaOH). The solvent is Cl (HCl), O (water). Yields the product C(#N)C1C(OC2=C3C(C=CC2=C1C=1C=NC=C(C1)C)=NC=C3)=O (3-Cyano-4-(5-methyl-pyridin-3-yl)-2-oxo-2H-pyrrolo[2,3-h]chromene). The yield is 35.0%. As a reaction SMILES: [C:1]([CH:3]1[C:12]([C:13]2[CH:14]=[N:15][CH:16]=[C:17]([CH3:19])[CH:18]=2)=[C:11]2[C:6](=[C:7]3[CH:22]=[CH:21][N:20]=[C:8]3[CH:9]=[CH:10]2)[O:5][C:4]1=N)#[N:2].[OH-:24].[Na+]>Cl.O>[C:1]([CH:3]1[C:12]([C:13]2[CH:14]=[N:15][CH:16]=[C:17]([CH3:19])[CH:18]=2)=[C:11]2[C:6](=[C:7]3[CH:22]=[CH:21][N:20]=[C:8]3[CH:9]=[CH:10]2)[O:5][C:4]1=[O:24])#[N:2] |f:1.2|. Procedure: A solution of 3-cyano-2-imino-4-(5-methyl-pyridin-3-yl)-2H-pyrrolo[2,3-h]chromene (83 mg, 0.28 mmol) in 10% HCl (5 mL) was stirred at room temperature for approximately 5 h. The yellow suspension was diluted with water (5 mL), neutralized to approximate pH=10 using 10% NaOH and extracted with EtOAc (3×25 mL). The EtOAc extracts were washed with brine (10 mL), dried over MgSO4, and evaporated to yield a yellow solid. The solid was purified by flash column chromatography (silica gel, EtOAc:hexanes...